describe an organic reaction: reactants, conditions, products, and yield From a dataset of the Open Reaction Database (ORD), a public repository of structured organic reaction records. Starting materials: COC1=CC=C(C=C1)N1CCN(CC1)CCC1=CC=CC=C1 (1-(4-methoxyphenyl)-4-phenethylpiperazine), C(CCCCCCCCC)(=O)N1CCN(CC1)C1=C(C=C(C(=C1)F)OC)F (1-decanoyl-4-(2,5-difluoro-4-methoxyphenyl)piperazine). Reported procedure: Production Example 2 was repeated except that 1-(4-methoxyphenyl)-4-phenethylpiperazine was replaced with 1-decanoyl-4-(2,5-difluoro-4-methoxyphenyl)piperazine (371 mg). The resulting crude product was purified on TLC (developer, chloroform: methanol=19:1) to provide 1-decanoyl-4-(2,5-difluoro-4-hydroxyphenyl)piperazine (268 mg). Reaction SMILES: COC1C=CC(N2CCN(CCC3C=CC=CC=3)CC2)=CC=1.[C:23]([N:34]1[CH2:39][CH2:38][N:37]([C:40]2[CH:45]=[C:44]([F:46])[C:43]([O:47]C)=[CH:42][C:41]=2[F:49])[CH2:36][CH2:35]1)(=[O:33])[CH2:24][CH2:25][CH2:26][CH2:27][CH2:28][CH2:29][CH2:30][CH2:31][CH3:32]>>[C:23]([N:34]1[CH2:35][CH2:36][N:37]([C:40]2[CH:45]=[C:44]([F:46])[C:43]([OH:47])=[CH:42][C:41]=2[F:49])[CH2:38][CH2:39]1)(=[O:33])[CH2:24][CH2:25][CH2:26][CH2:27][CH2:28][CH2:29][CH2:30][CH2:31][CH3:32]. Isolated yield 75.0%. Product: C(CCCCCCCCC)(=O)N1CCN(CC1)C1=C(C=C(C(=C1)F)O)F (1-decanoyl-4-(2,5-difluoro-4-hydroxyphenyl)piperazine). Reactants: [Cl-].[Cl-].CC=1C(=C(C(C1)(C)[Zr+2]C1(C=CC=C1)CCC)C)C ((tetramethylcyclopentadienyl)(propylcyclopentadienyl) zirconium dichloride), C(CCC)[Sn](CCCC)(CCCC)F (tributyltin fluoride), CCCCC (Pentane), C(CCC)[Sn](CCCC)(CCCC)F (tributyltin fluoride). The solvent is ClCCl (dichloromethane). Run at temperature -35 celsius, time 1 hour. Product: [F-].[F-].CC=1C(=C(C(C1)(C)[Zr+2]C1(C=CC=C1)CCC)C)C ((tetramethylcyclopentadienyl)(propylcyclopentadienyl) zirconium difluoride). Reaction SMILES: [Cl-].[Cl-].[CH3:3][C:4]1[C:5]([CH3:20])=[C:6]([CH3:19])[C:7]([Zr+2:10][C:11]2([CH2:16][CH2:17][CH3:18])[CH:15]=[CH:14][CH:13]=[CH:12]2)([CH3:9])[CH:8]=1.C([Sn]([F:34])(CCCC)CCCC)CCC.CCCCC>ClCCl>[F-:34].[F-:34].[CH3:3][C:4]1[C:5]([CH3:20])=[C:6]([CH3:19])[C:7]([Zr+2:10][C:11]2([CH2:16][CH2:17][CH3:18])[CH:12]=[CH:13][CH:14]=[CH:15]2)([CH3:9])[CH:8]=1 |f:0.1.2,6.7.8|. Procedure details: To a yellow solution of (tetramethylcyclopentadienyl)(propylcyclopentadienyl) zirconium dichloride [(Me4Cp)(PrCp)ZrCl2] (1.00 g, 2.47 mmol, 1.00 eq.) in dichloromethane (10 mL) was added tributyltin fluoride (1.60 g, 5.18 mmol, 2.09 eq.). The reaction quickly lightened, becoming almost colorless with a small amount of tributyltin fluoride still visible. The reaction was stirred 1 h and was then filtered to give a colorless solution and a small amount of white solid. The solution was evaporated i... The reactants are CC(C)(C)c1ccc(B(O)O)cc1, CCOC(=O)c1c(Br)c2cc([N+](=O)[O-])ccc2n1Cc1ccccc1, CCO, Cc1ccccc1, Cl, [Na+], [Na+], O=C([O-])[O-], c1ccc(P(c2ccccc2)(c2ccccc2)[Pd](P(c2ccccc2)(c2ccccc2)c2ccccc2)(P(c2ccccc2)(c2ccccc2)c2ccccc2)P(c2ccccc2)(c2ccccc2)c2ccccc2)cc1. The product is CCOC(=O)c1c(-c2ccc(C(C)(C)C)cc2)c2cc([N+](=O)[O-])ccc2n1Cc1ccccc1. RXN SMILES: [C:26]([CH3:27])([CH3:28])([CH3:29])[c:30]1[cH:31][cH:32][c:33]([B:36]([OH:37])[OH:38])[cH:34][cH:35]1.[CH2:1]([c:2]1[cH:3][cH:4][cH:5][cH:6][cH:7]1)[n:8]1[c:9]([C:21](=[O:22])[O:23][CH2:24][CH3:25])[c:10]([Br:20])[c:11]2[cH:12][c:13]([N+:17](=[O:18])[O-:19])[cH:14][cH:15][c:16]12.[CH3:45][CH2:46][OH:47].[CH3:48][c:49]1[cH:50][cH:51][cH:52][cH:53][cH:54]1.[ClH:55].[Na+:39].[Na+:40].[O-:41][C:42](=[O:43])[O-:44].[cH:56]1[cH:57][cH:58][c:59]([P:60]([Pd:61]([P:62]([c:63]2[cH:64][cH:65][cH:66][cH:67][cH:68]2)([c:69]2[cH:70][cH:71][cH:72][cH:73][cH:74]2)[c:75]2[cH:76][cH:77][cH:78][cH:79][cH:80]2)([P:81]([c:82]2[cH:83][cH:84][cH:85][cH:86][cH:87]2)([c:88]2[cH:89][cH:90][cH:91][cH:92][cH:93]2)[c:94]2[cH:95][cH:96][cH:97][cH:98][cH:99]2)[P:100]([c:101]2[cH:102][cH:103][cH:104][cH:105][cH:106]2)([c:107]2[cH:108][cH:109][cH:110][cH:111][cH:112]2)[c:113]2[cH:114][cH:115][cH:116][cH:117][cH:118]2)([c:119]2[cH:120][cH:121][cH:122][cH:123][cH:124]2)[c:125]2[cH:126][cH:127][cH:128][cH:129][cH:130]2)[cH:131][cH:132]1>>[CH2:1]([c:2]1[cH:3][cH:4][cH:5][cH:6][cH:7]1)[n:8]1[c:9]([C:21](=[O:22])[O:23][CH2:24][CH3:25])[c:10](-[c:33]2[cH:32][cH:31][c:30]([C:26]([CH3:27])([CH3:28])[CH3:29])[cH:35][cH:34]2)[c:11]2[cH:12][c:13]([N+:17](=[O:18])[O-:19])[cH:14][cH:15][c:16]12. Starting materials: ClC=1C=C(C=CC1O)CC(=O)O (3-chloro-4-hydroxyphenylacetic acid), ClC1=C(C=C(C(=C1)Cl)Cl)O (2,4,5-trichlorophenol), C1CCC(CC1)N=C=NC2CCCCC2 (DCC). Solvent: C(C)(=O)OCC (ethyl acetate), ClCCl (dichloromethane). Run at time 8 hour. Product: ClC=1C=C(C=CC1O)CC(=O)OC1=C(C=C(C(=C1)Cl)Cl)Cl (2,4,5-trichlorophenyl 3-chloro-4-hydroxyphenylacetate). Yield: 35.4%. RXN SMILES: [Cl:1][C:2]1[CH:3]=[C:4]([CH2:9][C:10]([OH:12])=[O:11])[CH:5]=[CH:6][C:7]=1[OH:8].[Cl:13][C:14]1[CH:19]=[C:18]([Cl:20])[C:17]([Cl:21])=[CH:16][C:15]=1O.C1CCC(N=C=NC2CCCCC2)CC1>C(OCC)(=O)C.ClCCl>[Cl:1][C:2]1[CH:3]=[C:4]([CH2:9][C:10]([O:12][C:15]2[CH:16]=[C:17]([Cl:21])[C:18]([Cl:20])=[CH:19][C:14]=2[Cl:13])=[O:11])[CH:5]=[CH:6][C:7]=1[OH:8]. Reported procedure: A solution of 4 g (21.6 mmol) of 3-chloro-4-hydroxyphenylacetic acid in 130 mL of ethyl acetate is slowly added to a solution of 4.7 g (23.6 mmol) of 2,4,5-trichlorophenol and 4.9 g (23.6 mmol) of DCC in 22 mL of dichloromethane and the reaction mixture is stirred overnight. The precipitate formed is separated by filtration and the solution is chilled to precipitate the rest of N,N-dicyclohexylurea. After a second filtration, the filtrate is washed three times with a solution of sodium bicarbona... Reactants: O1CCOCC1 (dioxane), C1(CC1)S(=O)(=O)C1=C(CN(C(OC(C)(C)C)=O)C)C=C(C=C1F)[N+](=O)[O-] (tert-Butyl 2-(cyclopropylsulfonyl)-3-fluoro-5-nitrobenzyl(methyl)carbamate), Cl (HCl). The reagents and catalysts are [Pd] (Pd—C). Run in CO (MeOH). Conditions: time 22 hour. Product: Cl.C1(CC1)S(=O)(=O)C1=C(C=C(N)C=C1CNC)F (4-(Cyclopropylsulfonyl)-3-fluoro-5-((methylamino)methyl)aniline hydrochloride). The yield is 100.0%. RXN SMILES: [CH:1]1([S:4]([C:7]2[C:22]([F:23])=[CH:21][C:20]([N+:24]([O-])=O)=[CH:19][C:8]=2[CH2:9][N:10](C)[C:11](=O)OC(C)(C)C)(=[O:6])=[O:5])[CH2:3][CH2:2]1.O1CCOCC1.[ClH:33]>CO.[Pd]>[ClH:33].[CH:1]1([S:4]([C:7]2[C:8]([CH2:9][NH:10][CH3:11])=[CH:19][C:20]([NH2:24])=[CH:21][C:22]=2[F:23])(=[O:6])=[O:5])[CH2:2][CH2:3]1 |f:5.6|. Procedure details: To a fine suspension of 11D (985 mg, 2.54 mmol) in MeOH (10 mL) was added 10% Pd—C (50 mg, 0.047 mmol). The mixture was evacuated and flushed with hydrogen (3×), then was stirred under an atmosphere of hydrogen for 22 h. The reaction mixture was filtered and concentrated to afford a colorless solid. The solid was suspended in 4N HCl in dioxane (6 mL, 24.00 mmol). The suspension was stirred at rt for 1 h, then concentrated to give 11E (840 mg, 2.54 mmol, 100% yield) as an off-white solid. MS (ESI...